Dataset: the Open Reaction Database (ORD), a public repository of structured organic reaction records. Task: describe an organic reaction: reactants, conditions, products, and yield Reactants: NC1=CC=C(OC2=CC(=NC=C2)NC(=O)N2CCN(CC2)C2CCN(CC2)C)C=C1 (4-(4-aminophenoxy)-2-{[4-(1-methylpiperidin-4-yl)piperazin-1-yl]carbonylamino}pyridine), FC1=CC=C(C=C1)CC(=O)N=C=O (2-(4-fluorophenyl)acetyl isocyanate). The solvent is O1CCCC1 (tetrahydrofuran), C(C)(=O)OCC (ethyl acetate), C(C)(=O)OCC (ethyl acetate), CCCCCC (hexane). Reaction conditions: time 3.5 hour. The product is FC1=CC=C(C=C1)CC(=O)NC(NC1=CC=C(OC2=CC(=NC=C2)NC(=O)N2CCN(CC2)C2CCN(CC2)C)C=C1)=O (4-(4-{3-[2-(4-Fluorophenyl)acetyl]ureido}phenoxy)-2-{[4-(1-methylpiperidin-4-yl)piperazin-1-yl]carbonylamino}pyridine). Isolated yield 49.0%. RXN SMILES: [NH2:1][C:2]1[CH:30]=[CH:29][C:5]([O:6][C:7]2[CH:12]=[CH:11][N:10]=[C:9]([NH:13][C:14]([N:16]3[CH2:21][CH2:20][N:19]([CH:22]4[CH2:27][CH2:26][N:25]([CH3:28])[CH2:24][CH2:23]4)[CH2:18][CH2:17]3)=[O:15])[CH:8]=2)=[CH:4][CH:3]=1.[F:31][C:32]1[CH:37]=[CH:36][C:35]([CH2:38][C:39]([N:41]=[C:42]=[O:43])=[O:40])=[CH:34][CH:33]=1>O1CCCC1.C(OCC)(=O)C.CCCCCC>[F:31][C:32]1[CH:33]=[CH:34][C:35]([CH2:38][C:39]([NH:41][C:42](=[O:43])[NH:1][C:2]2[CH:3]=[CH:4][C:5]([O:6][C:7]3[CH:12]=[CH:11][N:10]=[C:9]([NH:13][C:14]([N:16]4[CH2:17][CH2:18][N:19]([CH:22]5[CH2:23][CH2:24][N:25]([CH3:28])[CH2:26][CH2:27]5)[CH2:20][CH2:21]4)=[O:15])[CH:8]=3)=[CH:29][CH:30]=2)=[O:40])=[CH:36][CH:37]=1. Procedure details: To a solution of 4-(4-aminophenoxy)-2-{[4-(1-methylpiperidin-4-yl)piperazin-1-yl]carbonylamino}pyridine (834 mg) in tetrahydrofuran (45 ml) was added a solution of 2-(4-fluorophenyl)acetyl isocyanate in ethyl acetate (0.25 M, 15 ml) at room temperature, followed by stirring for 3.5 hours. The reaction mixture was partitioned between ethyl acetate and a saturated aqueous solution of sodium hydrogencarbonate. The organic layer was washed with brine and dried over anhydrous sodium sulfate. The solv...